This data is from the Open Reaction Database (ORD), a public repository of structured organic reaction records. The task is: describe an organic reaction: reactants, conditions, products, and yield Procedure details: To a toluene (8 mL) solution of 3-[(3-phenoxyphenyl)[[3-bromophenyl]methyl]-amino]-1,1,1-trifluoro-2-propanol (0.51 g, 1.1 mmol) from EX-595B was added 2-(tri-fluoromethyl)phenylboronic acid (0.33 g, 1.7 mmol) and DMF (3 mL). To the resulting solution was added K2CO3 (0.31 g, 2.2 mmol) and Pd(PPh3)4 (0.060 g, 0.05 mmol). The slurry was heated to reflux under argon for 18 h. The cooled mixture was poured into water and extracted with ethyl acetate. The organic layer was washed with brine, dried (... Reaction SMILES: C1(C)C=CC=CC=1.[O:8]([C:15]1[CH:16]=[C:17]([N:21]([CH2:29][C:30]2[CH:35]=[CH:34][CH:33]=[C:32](Br)[CH:31]=2)[CH2:22][CH:23]([OH:28])[C:24]([F:27])([F:26])[F:25])[CH:18]=[CH:19][CH:20]=1)[C:9]1[CH:14]=[CH:13][CH:12]=[CH:11][CH:10]=1.[F:37][C:38]([F:49])([F:48])[C:39]1[CH:44]=[CH:43][CH:42]=[CH:41][C:40]=1B(O)O.C([O-])([O-])=O.[K+].[K+]>CCO.C1C=CC([P]([Pd]([P](C2C=CC=CC=2)(C2C=CC=CC=2)C2C=CC=CC=2)([P](C2C=CC=CC=2)(C2C=CC=CC=2)C2C=CC=CC=2)[P](C2C=CC=CC=2)(C2C=CC=CC=2)C2C=CC=CC=2)(C2C=CC=CC=2)C2C=CC=CC=2)=CC=1.O.CN(C=O)C>[O:8]([C:15]1[CH:16]=[C:17]([N:21]([CH2:29][C:30]2[CH:31]=[C:32]([C:40]3[CH:41]=[CH:42][CH:43]=[CH:44][C:39]=3[C:38]([F:49])([F:48])[F:37])[CH:33]=[CH:34][CH:35]=2)[CH2:22][CH:23]([OH:28])[C:24]([F:27])([F:26])[F:25])[CH:18]=[CH:19][CH:20]=1)[C:9]1[CH:14]=[CH:13][CH:12]=[CH:11][CH:10]=1 |f:3.4.5,^1:62,64,83,102|. Run in CCO (EtOH), CN(C)C=O (DMF), O (water), CCO (EtOH). Yields the product O(C1=CC=CC=C1)C=1C=C(C=CC1)N(CC(C(F)(F)F)O)CC=1C=C(C=CC1)C1=C(C=CC=C1)C(F)(F)F (3-[(3-phenoxyphenyl)[[2′-(trifluoromethyl)[1,1′-biphenyl]-3-yl]methyl]amino]-1,1,1-trifluoro-2-propanol). Reactants: C1(=CC=CC=C1)C (toluene), O(C1=CC=CC=C1)C=1C=C(C=CC1)N(CC(C(F)(F)F)O)CC1=CC(=CC=C1)Br (3-[(3-phenoxyphenyl)[[3-bromophenyl]methyl]-amino]-1,1,1-trifluoro-2-propanol), FC(C1=C(C=CC=C1)B(O)O)(F)F (2-(tri-fluoromethyl)phenylboronic acid), C(=O)([O-])[O-].[K+].[K+] (K2CO3), (3-phenoxyphenyl)[[(2′-(trifluoromethyl)[1,140 -biphenyl]-3-yl]methyl]amino]-1,1,1-tri-fluoro-2-propanol. The reagents and catalysts are C=1C=CC(=CC1)[P](C=2C=CC=CC2)(C=3C=CC=CC3)[Pd]([P](C=4C=CC=CC4)(C=5C=CC=CC5)C=6C=CC=CC6)([P](C=7C=CC=CC7)(C=8C=CC=CC8)C=9C=CC=CC9)[P](C=1C=CC=CC1)(C=1C=CC=CC1)C=1C=CC=CC1 (Pd(PPh3)4).